From a dataset of the Open Reaction Database (ORD), a public repository of structured organic reaction records. describe an organic reaction: reactants, conditions, products, and yield Reactants: F[C@H]1C[C@H](N(C1)C(CO)=O)C#N ((2S,4S)-4-fluoro-1-(2-hydroxyacetyl)pyrrolidine-2-carbonitrile), [N+](=O)([O-])C1=C(C=CC=C1)S(=O)(=O)Cl (2-nitrobenzenesulfonyl chloride). Product: F[C@H]1C[C@H](N(C1)C(COS(=O)(=O)C1=C(C=CC=C1)[N+](=O)[O-])=O)C#N ((2S,4S)-4-fluoro-1-[2-[(2-nitrophenyl)sulfonyloxy]acetyl]pyrro lidine-2-carbonitrile). Isolated yield 15.1%. Reaction SMILES: [F:1][C@@H:2]1[CH2:6][N:5]([C:7](=[O:10])[CH2:8][OH:9])[C@H:4]([C:11]#[N:12])[CH2:3]1.[N+:13]([C:16]1[CH:21]=[CH:20][CH:19]=[CH:18][C:17]=1[S:22](Cl)(=[O:24])=[O:23])([O-:15])=[O:14]>>[F:1][C@@H:2]1[CH2:6][N:5]([C:7](=[O:10])[CH2:8][O:9][S:22]([C:17]2[CH:18]=[CH:19][CH:20]=[CH:21][C:16]=2[N+:13]([O-:15])=[O:14])(=[O:23])=[O:24])[C@H:4]([C:11]#[N:12])[CH2:3]1. Procedure details: Using (2S,4S)-4-fluoro-1-(2-hydroxyacetyl)pyrrolidine-2-carbonitrile (259 mg) and 2-nitrobenzenesulfonyl chloride (366 mg), the same procedure was followed as in Reference Example 3 to give (2S,4S)-4-fluoro-1-[2-[(2-nitrophenyl)sulfonyloxy]acetyl]pyrro lidine-2-carbonitrile as a pale yellow solid (81.2 mg, 15% yield). Starting materials: CCC1CCCCC1=O, CC(N)c1ccccc1, CC(=O)O, Cc1ccccc1, O. Product: CCC1CCCCC1=NC(C)c1ccccc1. As a reaction SMILES: [CH2:1]([CH3:2])[CH:3]1[C:4](=[O:9])[CH2:5][CH2:6][CH2:7][CH2:8]1.[CH3:10][CH:11]([c:12]1[cH:13][cH:14][cH:15][cH:16][cH:17]1)[NH2:18].[CH3:19][C:20](=[O:21])[OH:22].[CH3:24][c:25]1[cH:26][cH:27][cH:28][cH:29][cH:30]1.[OH2:23]>>[CH2:1]([CH3:2])[CH:3]1[C:4](=[N:18][CH:11]([CH3:10])[c:12]2[cH:13][cH:14][cH:15][cH:16][cH:17]2)[CH2:5][CH2:6][CH2:7][CH2:8]1. Reactants: N[C@@H](CCC(N)=O)C(=O)O (L-glutamine), P(=O)([O-])([O-])[O-] (phosphate), enzyme solution, Cl.NO (hydrochloric acid hydroxylamine), C1=CC(=C[N+](=C1)[C@H]2[C@@H]([C@@H]([C@H](O2)COP(=O)(O)OP(=O)(O)OC[C@@H]3[C@H]([C@H]([C@@H](O3)N4C=NC5=C4N=CN=C5N)O)O)O)O)C(=O)N (NAD+), N[C@@H](CCC(=O)[O-])C(=O)[O-] (L-glutamate). The solvent is 500. Yields the product N[C@@H](CCC(=O)O)C(=O)O (glutamic acid). As a reaction SMILES: N[C@H](C(O)=O)CCC(=O)N.P([O-])([O-])([O-])=O.Cl.NO.C1C=[N+]([C@@H]2O[C@H](COP(OP(OC[C@H]3O[C@@H](N4C5N=CN=C(N)C=5N=C4)[C@H](O)[C@@H]3O)(O)=O)(O)=O)[C@@H](O)[C@H]2O)C=C(C(N)=O)C=1.[NH2:63][C@H:64]([C:70]([O-:72])=[O:71])[CH2:65][CH2:66][C:67]([O-:69])=[O:68]>>[NH2:63][C@H:64]([C:70]([OH:72])=[O:71])[CH2:65][CH2:66][C:67]([OH:69])=[O:68] |f:2.3|. Reported procedure: Glutaminase activity was measured by partly modifying the method described in Japanese Provisional Patent Publication No. 332553/1999. That is, to 250 μl of 2% (w/v) L-glutamine solution were added 500 μl of 0.2M phosphate buffer (pH 6.5) and 250 μl of an enzyme solution, and the mixture was reacted at 37° C. for 30 minutes, and then, the reaction was terminated by adding 250 μl of 0.75N perchloric acid solution, and 125 μl of 1.5N sodium hydroxide solution was added thereto to neutralize the re... Starting materials: Cc1nc2c(N)cc(N3CCOCC3)cc2n1Cc1cccc2ccccc12, CO, O=N[O-], [Na+], [Na+], O=C([O-])O, O, O=S(=O)(O)O. The product is Cc1nc2c(O)cc(N3CCOCC3)cc2n1Cc1cccc2ccccc12. Reaction SMILES: [CH3:1][c:2]1[n:3][c:4]2[c:5]([n:6]1[CH2:7][c:8]1[cH:9][cH:10][cH:11][c:12]3[cH:13][cH:14][cH:15][cH:16][c:17]13)[cH:18][c:19]([N:23]1[CH2:24][CH2:25][O:26][CH2:27][CH2:28]1)[cH:20][c:21]2[NH2:22].[CH3:39][OH:40].[N:29](=[O:30])[O-:31].[Na+:32].[Na+:37].[O-:33][C:34]([OH:35])=[O:36].[OH2:38].[S:41](=[O:42])(=[O:43])([OH:44])[OH:45]>>[CH3:1][c:2]1[n:3][c:4]2[c:5]([n:6]1[CH2:7][c:8]1[cH:9][cH:10][cH:11][c:12]3[cH:13][cH:14][cH:15][cH:16][c:17]13)[cH:18][c:19]([N:23]1[CH2:24][CH2:25][O:26][CH2:27][CH2:28]1)[cH:20][c:21]2[OH:30]. The reactants are CSc1nnc(C(C)(C)C)[nH]1, CN(C)C(=O)Cl, c1ccncc1. The product is CSc1nc(C(C)(C)C)nn1C(=O)N(C)C. Reaction SMILES: [C:1]([CH3:2])([CH3:3])([CH3:4])[c:5]1[n:6][n:7][c:8]([S:10][CH3:11])[nH:9]1.[CH3:12][N:13]([C:14](=[O:15])[Cl:16])[CH3:17].[cH:18]1[cH:19][cH:20][n:21][cH:22][cH:23]1>>[C:1]([CH3:2])([CH3:3])([CH3:4])[c:5]1[n:6][n:7]([C:14]([N:13]([CH3:12])[CH3:17])=[O:15])[c:8]([S:10][CH3:11])[n:9]1. The reactants are CS(=O)(=O)O, CN(C)C=O, [N-]=[N+]=[N-], [Na+], CS(=O)(=O)OCC1CCC2CN(c3noc4ccccc34)CCN2C1. Product: [N-]=[N+]=NCC1CCC2CN(c3noc4ccccc34)CCN2C1. As a reaction SMILES: [CH3:1][S:2]([OH:3])(=[O:4])=[O:5].[CH3:35][N:36]([CH3:37])[CH:38]=[O:39].[N-:32]=[N+:33]=[N-:34].[Na+:31].[o:6]1[n:7][c:8]([N:15]2[CH2:16][CH:17]3[N:18]([CH2:19][CH2:20]2)[CH2:21][CH:22]([CH2:25][O:26][S:27]([CH3:28])(=[O:29])=[O:30])[CH2:23][CH2:24]3)[c:9]2[c:10]1[cH:11][cH:12][cH:13][cH:14]2>>[o:6]1[n:7][c:8]([N:15]2[CH2:16][CH:17]3[N:18]([CH2:19][CH2:20]2)[CH2:21][CH:22]([CH2:25][N:32]=[N+:33]=[N-:34])[CH2:23][CH2:24]3)[c:9]2[c:10]1[cH:11][cH:12][cH:13][cH:14]2.